From a dataset of the Open Reaction Database (ORD), a public repository of structured organic reaction records. describe an organic reaction: reactants, conditions, products, and yield The reactants are NNC(=O)Oc1ccccc1, CC(=O)c1ccncc1, CCO, Cl. The product is CC(=NNC(=O)Oc1ccccc1)c1ccncc1, Cl. RXN SMILES: [C:11]([NH:12][NH2:13])(=[O:14])[O:15][c:16]1[cH:17][cH:18][cH:19][cH:20][cH:21]1.[C:1]([CH3:2])(=[O:3])[c:4]1[cH:5][cH:6][n:7][cH:8][cH:9]1.[CH3:22][CH2:23][OH:24].[ClH:10]>>[C:1]([CH3:2])([c:4]1[cH:5][cH:6][n:7][cH:8][cH:9]1)=[N:13][NH:12][C:11](=[O:14])[O:15][c:16]1[cH:17][cH:18][cH:19][cH:20][cH:21]1.[ClH:10].